From a dataset of the Open Reaction Database (ORD), a public repository of structured organic reaction records. describe an organic reaction: reactants, conditions, products, and yield The reactants are ice water, C1=CN(C=N1)C(=O)N2C=CN=C2 (N,N-carbonyldiimidazole), N1C=NC=C1 (imidazole), NCCCOC=1C=C2C=CC(NC2=CC1)=O (6-(3-aminopropoxy)carbostyril). The solvent is CS(=O)C (dimethylsulfoxide). Reaction conditions: time 1 day. Product: N1(C=NC=C1)C(=O)NCCCOC=1C=C2C=CC(NC2=CC1)=O (6-[3-(1-imidazolyl)carbonylaminopropoxy]carbostyril). Isolated yield 60.5%. RXN SMILES: [CH:1]1N=C[N:3]([C:6]([N:8]2[CH:12]=[N:11][CH:10]=[CH:9]2)=[O:7])[CH:2]=1.N1C=CN=C1.NCC[CH2:21][O:22][C:23]1[CH:24]=[C:25]2[C:30](=[CH:31][CH:32]=1)[NH:29][C:28](=[O:33])[CH:27]=[CH:26]2>CS(C)=O>[N:8]1([C:6]([NH:3][CH2:2][CH2:1][CH2:21][O:22][C:23]2[CH:24]=[C:25]3[C:30](=[CH:31][CH:32]=2)[NH:29][C:28](=[O:33])[CH:27]=[CH:26]3)=[O:7])[CH:9]=[CH:10][N:11]=[CH:12]1. Reported procedure: To a solution of N,N-carbonyldiimidazole (139 g) and imidazole (117 g) in dimethylsulfoxide (2 liters) is added with stirring 6-(3-aminopropoxy)carbostyril (200 g) in portions under ice-cooling. The mixture is further stirred at room temperature for one day, and poured into ice-water. The precipitated crystals are collected by filtration, and washed with water. The crystals thus obtained are further washed successively with ethanol and diethyl ether, and dried to give 6-[3-(1-imidazolyl)carbonyl... The reactants are C1(=CC=CC=C1)P(C1=CC=CC=C1)C1=CC=CC=C1 (triphenyl phosphine), C(CCC)C(C(=O)N)Cl (n-butyl chloroacetamide), C1(=CC=CC=C1)C (toluene). Reaction conditions: time 22 hour. Product: [Cl-].C(CCC)NC(=O)C[P+](C1=CC=CC=C1)(C1=CC=CC=C1)C1=CC=CC=C1 ((N-n-Butylcarbamoyl)methyltriphenylphosphonium Chloride). The yield is 89.1%. Reaction SMILES: [C:1]1([P:7]([C:14]2[CH:19]=[CH:18][CH:17]=[CH:16][CH:15]=2)[C:8]2[CH:13]=[CH:12][CH:11]=[CH:10][CH:9]=2)[CH:6]=[CH:5][CH:4]=[CH:3][CH:2]=1.C([CH:24]([Cl:28])[C:25]([NH2:27])=[O:26])CCC.[C:29]1([CH3:35])[CH:34]=[CH:33]C=CC=1>>[Cl-:28].[CH2:33]([NH:27][C:25]([CH2:24][P+:7]([C:1]1[CH:2]=[CH:3][CH:4]=[CH:5][CH:6]=1)([C:8]1[CH:13]=[CH:12][CH:11]=[CH:10][CH:9]=1)[C:14]1[CH:15]=[CH:16][CH:17]=[CH:18][CH:19]=1)=[O:26])[CH2:34][CH2:29][CH3:35] |f:3.4|. Procedure details: A solution of triphenyl phosphine (26.23 g, 0.1 mol) and n-butyl chloroacetamide (14.96 g, 0.1 mol) in toluene (250 mL) was refluxed with stirring for 22 h. After cooling to room temperature, the mixture was filtered and dried under high vacuum to afford 36.72 g (89.1% yield) of the title compound as white crystals. This material was used without further purification. Starting materials: C(C)(C)(C)C1=CC=C(CS)C=C1 (p-t-butylbenzyl mercaptan), C(C)(C)(C)N1N=CC(=C(C1=O)C)Cl (2-t-butyl-5-chloro-4-methyl-3(2H)-pyridazinone), [H-].[Na+] (sodium hydride). Solvent: O1CCCC1 (tetrahydrofuran), O1CCCC1 (tetrahydrofuran), O1CCCC1 (tetrahydrofuran). The product is C(C)(C)(C)N1N=CC(=C(C1=O)C)SCC1=CC=C(C=C1)C(C)(C)C (2-t-butyl-5-(p-t-butylbenzylthio)-4-methyl-3(2H)-pyridazinone). Isolated yield 46.6%. Reaction SMILES: [H-].[Na+].[C:3]([C:7]1[CH:14]=[CH:13][C:10]([CH2:11][SH:12])=[CH:9][CH:8]=1)([CH3:6])([CH3:5])[CH3:4].[C:15]([N:19]1[C:24](=[O:25])[C:23]([CH3:26])=[C:22](Cl)[CH:21]=[N:20]1)([CH3:18])([CH3:17])[CH3:16]>O1CCCC1>[C:15]([N:19]1[C:24](=[O:25])[C:23]([CH3:26])=[C:22]([S:12][CH2:11][C:10]2[CH:9]=[CH:8][C:7]([C:3]([CH3:6])([CH3:4])[CH3:5])=[CH:14][CH:13]=2)[CH:21]=[N:20]1)([CH3:18])([CH3:16])[CH3:17] |f:0.1|. Procedure: To 30 ml of dry tetrahydrofuran was added 0.5 g of 55% sodium hydride. The resulting mixture was kept at room temperature and added dropwise with a solution of 1.8 g of p-t-butylbenzyl mercaptan dissolved in 10 ml of tetrahydrofuran. After ten minutes passed, the resulting mixture was added dropwise with a solution of 2.0 g of 2-t-butyl-5-chloro-4-methyl-3(2H)-pyridazinone dissolved in 10 ml of tetrahydrofuran. After completion of dropwise addition, the resulting mixture was reacted for 2 hours ... The reactants are NC1=CC(=NC(=C1F)Br)C(=O)OC (methyl 4-amino-6-bromo-5-fluoropicolinate), ClC1=C(C(=C(C=C1)B1OCCCO1)F)OC (2-(4-chloro-2-fluoro-3-methoxyphenyl)-1,3,2-dioxaborinane), [F-].[K+] (KF). Reagents/catalysts: Cl[Pd]([P](C1=CC=CC=C1)(C2=CC=CC=C2)C3=CC=CC=C3)([P](C4=CC=CC=C4)(C5=CC=CC=C5)C6=CC=CC=C6)Cl (bis(triphenylphosphine)-palladium(II) dichloride). The product is NC1=CC(=NC(=C1F)C1=C(C(=C(C=C1)Cl)OC)F)C(=O)OC (Methyl 4-amino-5-fluoro-6-(4-chloro-2-fluoro-3-methoxyphenyl)-picolinate). The yield is 67.4%. As a reaction SMILES: [NH2:1][C:2]1[C:7]([F:8])=[C:6](Br)[N:5]=[C:4]([C:10]([O:12][CH3:13])=[O:11])[CH:3]=1.[Cl:14][C:15]1[CH:20]=[CH:19][C:18](B2OCCCO2)=[C:17]([F:27])[C:16]=1[O:28][CH3:29].[F-].[K+]>Cl[Pd](Cl)([P](C1C=CC=CC=1)(C1C=CC=CC=1)C1C=CC=CC=1)[P](C1C=CC=CC=1)(C1C=CC=CC=1)C1C=CC=CC=1>[NH2:1][C:2]1[C:7]([F:8])=[C:6]([C:18]2[CH:19]=[CH:20][C:15]([Cl:14])=[C:16]([O:28][CH3:29])[C:17]=2[F:27])[N:5]=[C:4]([C:10]([O:12][CH3:13])=[O:11])[CH:3]=1 |f:2.3,^1:34,53|. Procedure details: A 50 mL round bottom flask equipped with a reflux condenser was charged with solid methyl 4-amino-6-bromo-5-fluoropicolinate (1.0 g, 4.02 mmol), 2-(4-chloro-2-fluoro-3-methoxyphenyl)-1,3,2-dioxaborinane (1.227 g, 5.02 mmol), bis(triphenylphosphine)-palladium(II) dichloride (Pd(PPh3)2Cl2; 0.141 g, 0.201 mmol), and KF (0.467 g, 8.03 mmol). The reaction mixture was flushed with nitrogen, and then solvent (3:1 acetonitrile-water, 24 mL) was added. The reaction mixture was heated to reflux under nitr... Reactants: [OH-].[Na+] (sodium hydroxide), C(C)OC1=C(O[C@H]2CN(CCC2)C2=NC=C(C(=O)OCC)C=C2)C=CC=C1 (ethyl (R)-6-(3-(2-ethoxyphenoxy)piperidin-1-yl)nicotinate). Solvent: O1CCCC1 (tetrahydrofuran), O (water). Run at temperature 60 celsius. Yields the product C(C)OC1=C(O[C@H]2CN(CCC2)C2=NC=C(C(=O)O)C=C2)C=CC=C1 ((R)-6-(3-(2-ethoxyphenoxy)piperidin-1-yl)nicotinic acid). Yield: 98.8%. RXN SMILES: [OH-].[Na+].[CH2:3]([O:5][C:6]1[CH:29]=[CH:28][CH:27]=[CH:26][C:7]=1[O:8][C@@H:9]1[CH2:14][CH2:13][CH2:12][N:11]([C:15]2[CH:25]=[CH:24][C:18]([C:19]([O:21]CC)=[O:20])=[CH:17][N:16]=2)[CH2:10]1)[CH3:4]>O1CCCC1.O>[CH2:3]([O:5][C:6]1[CH:29]=[CH:28][CH:27]=[CH:26][C:7]=1[O:8][C@@H:9]1[CH2:14][CH2:13][CH2:12][N:11]([C:15]2[CH:25]=[CH:24][C:18]([C:19]([OH:21])=[O:20])=[CH:17][N:16]=2)[CH2:10]1)[CH3:4] |f:0.1|. Procedure: Aqueous 1N sodium hydroxide solution (27.1 mL, 27.0 mmol) was added to a stirred solution of ethyl (R)-6-(3-(2-ethoxyphenoxy)piperidin-1-yl)nicotinate (2.5 g, 6.8 mmol) in tetrahydrofuran (20 mL) at 0° C. The reaction mixture was heated to 60° C. for 18 h. The mixture was then diluted with water (25 mL) and was washed with ethyl acetate (2×50 mL). The aqueous layer was acidified with citric acid solution (pH-2) and was extracted with ethyl acetate (3×50 mL). The combined organics were dried over...